From a dataset of the Open Reaction Database (ORD), a public repository of structured organic reaction records. describe an organic reaction: reactants, conditions, products, and yield Starting materials: CC1(C)CN=C2N(C1)c1ccc(S(=O)(=O)N3CCCC3CO)cc1C21OCCCO1, CN(C)c1ccncc1, CCN(C(C)C)C(C)C, ClCCl, Cc1ccc(S(=O)(=O)Cl)cc1. Yields the product Cc1ccc(S(=O)(=O)OCC2CCCN2S(=O)(=O)c2ccc3c(c2)C2(OCCCO2)C2=NCC(C)(C)CN23)cc1. Reaction SMILES: [CH3:1][C:2]1([CH3:30])[CH2:3][N:4]=[C:5]2[N:6]([c:7]3[cH:8][cH:9][c:10]([S:19](=[O:20])(=[O:21])[N:22]4[CH:23]([CH2:27][OH:28])[CH2:24][CH2:25][CH2:26]4)[cH:11][c:12]3[C:13]23[O:14][CH2:15][CH2:16][CH2:17][O:18]3)[CH2:29]1.[CH3:51][N:52]([CH3:53])[c:54]1[cH:55][cH:56][n:57][cH:58][cH:59]1.[CH:42]([N:43]([CH2:44][CH3:45])[CH:46]([CH3:47])[CH3:48])([CH3:49])[CH3:50].[Cl:60][CH2:61][Cl:62].[c:31]1([CH3:41])[cH:32][cH:33][c:34]([S:37](=[O:38])(=[O:39])[Cl:40])[cH:35][cH:36]1>>[CH3:1][C:2]1([CH3:30])[CH2:3][N:4]=[C:5]2[N:6]([c:7]3[cH:8][cH:9][c:10]([S:19](=[O:20])(=[O:21])[N:22]4[CH:23]([CH2:27][O:28][S:37]([c:34]5[cH:33][cH:32][c:31]([CH3:41])[cH:36][cH:35]5)(=[O:38])=[O:39])[CH2:24][CH2:25][CH2:26]4)[cH:11][c:12]3[C:13]23[O:14][CH2:15][CH2:16][CH2:17][O:18]3)[CH2:29]1.